This data is from the Open Reaction Database (ORD), a public repository of structured organic reaction records. The task is: describe an organic reaction: reactants, conditions, products, and yield Starting materials: C(C)(=O)C=1C=C(C(=O)O)C=CC1 (3-acetylbenzoic acid), S(O)(O)(=O)=O (sulfuric acid), C(C)O (ethanol). Product: C(C)(=O)C=1C=C(C(=O)OCC)C=CC1 (ethyl 3-acetylbenzoate). The yield is 98.0%. As a reaction SMILES: [C:1]([C:4]1[CH:5]=[C:6]([CH:10]=[CH:11][CH:12]=1)[C:7]([OH:9])=[O:8])(=[O:3])[CH3:2].S(=O)(=O)(O)O.[CH2:18](O)[CH3:19]>>[C:1]([C:4]1[CH:5]=[C:6]([CH:10]=[CH:11][CH:12]=1)[C:7]([O:9][CH2:18][CH3:19])=[O:8])(=[O:3])[CH3:2]. Procedure details: A solution of 3-acetylbenzoic acid (4.00 g, 24.366 mmol) and concentrated sulfuric acid (0.078 mL, 1.462 mmol) in ethanol (100 mL) was stirred at 80° C. for 3 days. The reaction mixture was concentrated under reduced pressure, and ethyl acetate was added to the residue. The organic layer was washed with saturated brine, dried over sodium sulfate, and concentrated to give ethyl 3-acetylbenzoate as a brown powder (4.59 g, 98%).